This data is from the Open Reaction Database (ORD), a public repository of structured organic reaction records. The task is: describe an organic reaction: reactants, conditions, products, and yield Starting materials: CSC=1C=C(C=CC1)NC(NN)=S (4-(3-methylthiophenyl)-3-thiosemicarbazide), ClC(C(=O)OCC)C(=O)C (ethyl 2-chloroacetoacetate), Cl (hydrogen chloride). Run in C(C)O (ethanol). Yields the product CC1=C(C(=NN1)NC1=CC(=CC=C1)SC)C(=O)OCC (5-Methyl-3-[[3-(methylthio)phenyl]amino]-1H-pyrazole-4-carboxylic acid, ethyl ester). Isolated yield 47.0%. Reaction SMILES: [CH3:1][S:2][C:3]1[CH:4]=[C:5]([NH:9][C:10](=S)[NH:11][NH2:12])[CH:6]=[CH:7][CH:8]=1.Cl[CH:15]([C:21]([CH3:23])=O)[C:16]([O:18][CH2:19][CH3:20])=[O:17].Cl>C(O)C>[CH3:23][C:21]1[NH:12][N:11]=[C:10]([NH:9][C:5]2[CH:6]=[CH:7][CH:8]=[C:3]([S:2][CH3:1])[CH:4]=2)[C:15]=1[C:16]([O:18][CH2:19][CH3:20])=[O:17]. Procedure details: A suspension of 10.0 g (0.046 mole) of 4-(3-methylthiophenyl)-3-thiosemicarbazide and 7.72 g (0.0469 mole) of ethyl 2-chloroacetoacetate in 150 mL of absolute ethanol was stirred at room temperature for ~16 hr. Ethanolic hydrogen chloride (2N, 50 mL) was added, the mixture refluxed for 1.0 hr, the solution filtered while hot, and the filtrate evaporated under reduced pressure to give a crystalline residue which was recrystallized three times from absolute ethanol to give 6.3 g product, mp 191.5°... The reactants are [Al+3].[Cl-].[Cl-].[Cl-] (AlCl3), C1=CC=CC=C1 (benzene), C1CCCCCCCCCC(=O)OC1=O (1,10-decanedicarboxylic anhydride). Reaction conditions: time 2.5 hour. Product: C(C1=CC=CC=C1)(=O)CCCCCCCCCCC(=O)O (11-benzoylundecanoic acid). RXN SMILES: [Al+3].[Cl-].[Cl-].[Cl-].[CH2:5]1[C:18](=[O:19])[O:17][C:15](=[O:16])[CH2:14][CH2:13][CH2:12][CH2:11][CH2:10][CH2:9][CH2:8][CH2:7][CH2:6]1.[CH:20]1[CH:25]=[CH:24][CH:23]=[CH:22][CH:21]=1>>[C:15]([CH2:14][CH2:13][CH2:12][CH2:11][CH2:10][CH2:9][CH2:8][CH2:7][CH2:6][CH2:5][C:18]([OH:17])=[O:19])(=[O:16])[C:20]1[CH:25]=[CH:24][CH:23]=[CH:22][CH:21]=1 |f:0.1.2.3|. Procedure: To a stirred suspension of 18 gms AlCl3 (0.135 mole) in 150 ml dry benzene was added 13 gms 1,10-decanedicarboxylic anhydride in small portions over 15 minutes, then the mixture was refluxed for 6 hours. The solid was filtered off, stirred for 2.5 hours in 350 ml 2N HCl, removed by filtration, and stirred in 300 ml 1N NaOH was then heated to 70° and filtered hot. As the solution cooled, solid material (sodium salt of the product) crystallized out. This salt was dissolved in hot water, acidified ... Reactants: C(C1=C(C=CC=C1)SSC1=C(C(=O)Cl)C=CC=C1)(=O)Cl (2,2'-dithiobisbenzoyl chloride), NC1=CC=C(C=C1)C(F)(F)F (4-aminobenzotrifluoride). Solvent: N1=CC=CC=C1 (pyridine), ClCCl (dichloromethane). Yields the product FC(C1=CC=C(C=C1)NC(C1=C(C=CC=C1)SSC1=C(C(=O)NC2=CC=C(C=C2)C(F)(F)F)C=CC=C1)=O)(F)F (2,2'-Dithiobis[N-[4-(trifluoromethyl)phenyl]benzamide]). Yield: 24.3%. Reaction SMILES: [C:1](Cl)(=[O:19])[C:2]1[CH:7]=[CH:6][CH:5]=[CH:4][C:3]=1[S:8][S:9][C:10]1[CH:18]=[CH:17][CH:16]=[CH:15][C:11]=1[C:12](Cl)=[O:13].[NH2:21][C:22]1[CH:27]=[CH:26][C:25]([C:28]([F:31])([F:30])[F:29])=[CH:24][CH:23]=1>ClCCl.N1C=CC=CC=1>[F:31][C:28]([F:29])([F:30])[C:25]1[CH:26]=[CH:27][C:22]([NH:21][C:1](=[O:19])[C:2]2[CH:7]=[CH:6][CH:5]=[CH:4][C:3]=2[S:8][S:9][C:10]2[CH:18]=[CH:17][CH:16]=[CH:15][C:11]=2[C:12]([NH:21][C:22]2[CH:27]=[CH:26][C:25]([C:28]([F:29])([F:30])[F:31])=[CH:24][CH:23]=2)=[O:13])=[CH:23][CH:24]=1. Procedure: This compound was prepared according to the general method of Example 77 using 2,2'-dithiobisbenzoyl chloride (1.12 g, 3.26 mmol) in 25 mL of dichloromethane and 4-aminobenzotrifluoride (1.05 g, 6.53 mmol) in 8 mL of pyridine. The crude product was recrystallized from water-DMF to yield 0.47 g of the title compound, mp 272°-275° C.